This data is from the Open Reaction Database (ORD), a public repository of structured organic reaction records. The task is: describe an organic reaction: reactants, conditions, products, and yield Starting materials: COC(=O)c1ccc(OC)cc1OS(=O)(=O)C(F)(F)F, C#CCCCCC, [Cu]I, Cl[Pd]Cl, c1ccc(P(c2ccccc2)c2ccccc2)cc1, c1ccc(P(c2ccccc2)c2ccccc2)cc1. Product: CCCCCC#Cc1cc(OC)ccc1C(=O)OC. Reaction SMILES: [CH3:1][O:2][c:3]1[cH:4][c:5]([O:13][S:14]([C:15]([F:16])([F:17])[F:18])(=[O:19])=[O:20])[c:6]([C:7](=[O:8])[O:9][CH3:10])[cH:11][cH:12]1.[CH:21]#[C:22][CH2:23][CH2:24][CH2:25][CH2:26][CH3:27].[Cu:69][I:70].[Pd:28]([Cl:29])[Cl:30].[c:31]1([P:32]([c:33]2[cH:34][cH:35][cH:36][cH:37][cH:38]2)[c:39]2[cH:40][cH:41][cH:42][cH:43][cH:44]2)[cH:45][cH:46][cH:47][cH:48][cH:49]1.[c:50]1([P:51]([c:52]2[cH:53][cH:54][cH:55][cH:56][cH:57]2)[c:58]2[cH:59][cH:60][cH:61][cH:62][cH:63]2)[cH:64][cH:65][cH:66][cH:67][cH:68]1>>[CH3:1][O:2][c:3]1[cH:4][c:5]([C:21]#[C:22][CH2:23][CH2:24][CH2:25][CH2:26][CH3:27])[c:6]([C:7](=[O:8])[O:9][CH3:10])[cH:11][cH:12]1. Starting materials: C(C)(C)N(C(C)C)CC (N,N-diisopropylethyl amine), ClC=1C(=CC(=C(C(=O)N2CC=3N(CC4=C2C=CC=C4)C(=CC3)C(=O)O)C1)OC)C1=CCCCC1 (10-(5-Chloro-4-cyclohex-1-en-1-yl-2-methoxybenzoyl)-10,11-dihydro-5H-pyrrolo [2,1-c][1,4]benzodiazepine-3-carboxylic acid), Cl.C(C)N=C=N (3-ethylcarbodiimide hydrochloride), CN(CCCNC)C ((3-dimethylaminopropyl)methylamine), ON1N=NC2=C1C=CC=C2 (1-hydroxy benzotriazole). The solvent is C(C)(=O)OCC (ethyl acetate), amine. Run at time 12 hour. Product: ClC=1C(=CC(=C(C(=O)N2CC=3N(CC4=C2C=CC=C4)C(=CC3)C(=O)N(C)CCCN(C)C)C1)OC)C1=CCCCC1 (10-(5-Chloro-4-cyclohex-1-en-1-yl-2-methoxybenzoyl)-N-[3-(dimethylamino)propyl]-N-methyl-10,11-dihydro-5H-pyrrolo[2,1-c][1,4]benzodiazepine-3-carboxamide). The yield is 91.3%. RXN SMILES: [Cl:1][C:2]1[C:3]([C:29]2[CH2:34][CH2:33][CH2:32][CH2:31][CH:30]=2)=[CH:4][C:5]([O:27][CH3:28])=[C:6]([CH:26]=1)[C:7]([N:9]1[C:15]2[CH:16]=[CH:17][CH:18]=[CH:19][C:14]=2[CH2:13][N:12]2[C:20]([C:23]([OH:25])=O)=[CH:21][CH:22]=[C:11]2[CH2:10]1)=[O:8].[CH3:35][N:36]([CH3:42])[CH2:37][CH2:38][CH2:39][NH:40][CH3:41].ON1C2C=CC=CC=2N=N1.Cl.C(N=C=N)C.C(N(CC)C(C)C)(C)C>C(OCC)(=O)C>[Cl:1][C:2]1[C:3]([C:29]2[CH2:34][CH2:33][CH2:32][CH2:31][CH:30]=2)=[CH:4][C:5]([O:27][CH3:28])=[C:6]([CH:26]=1)[C:7]([N:9]1[C:15]2[CH:16]=[CH:17][CH:18]=[CH:19][C:14]=2[CH2:13][N:12]2[C:20]([C:23]([N:40]([CH2:39][CH2:38][CH2:37][N:36]([CH3:42])[CH3:35])[CH3:41])=[O:25])=[CH:21][CH:22]=[C:11]2[CH2:10]1)=[O:8] |f:3.4|. Procedure: 10-(5-Chloro-4-cyclohex-1-en-1-yl-2-methoxybenzoyl)-10,11-dihydro-5H-pyrrolo [2,1-c][1,4]benzodiazepine-3-carboxylic acid of Example 1, Step G (0.200 g, 0.419 mmol), (3-dimethylaminopropyl)methylamine (0.074 mL, 0.503 mmol), 1-hydroxy benzotriazole (0.062 g, 0.461 mmol) and 1-[3-dimethylamino)propyl]-3-ethylcarbodiimide hydrochloride (0.088 g, 0.461 mmol) were combined in amine-free N,N-dimethylformamide (1.7 mL), followed by addition of N,N-diisopropylethyl amine (0.110 mL, 0.629 mmol). The rea...